From a dataset of the Open Reaction Database (ORD), a public repository of structured organic reaction records. describe an organic reaction: reactants, conditions, products, and yield Reactants: COC(=O)N1CC[C@@H]2[C@](CCC[C@H]12)(C#CC=1C=C(C=CC1)C)O ((3aS,4R,7aS)-4-hydroxy-4-m-tolylethynyl-octahydro-indole-1-carboxylic acid methyl ester), C(CCCC(=O)[O-])(=O)OC (mono-methyl glutarate). Yields the product C(CCCC(=O)OC)(=O)O[C@@]1([C@@H]2CCN([C@@H]2CCC1)C(=O)OC)C#CC=1C=C(C=CC1)C ((3aR,4S,7aR)-1-(methoxycarbonyl)-4-(m-tolylethynyl)octahydro-1H-indol-4-yl methyl glutarate). Reaction SMILES: [CH3:1][O:2][C:3]([N:5]1[C@@H:13]2[C@@H:8]([C@@:9]([OH:23])([C:14]#[C:15][C:16]3[CH:17]=[C:18]([CH3:22])[CH:19]=[CH:20][CH:21]=3)[CH2:10][CH2:11][CH2:12]2)[CH2:7][CH2:6]1)=[O:4].[C:24]([O:32][CH3:33])(=[O:31])[CH2:25][CH2:26][CH2:27][C:28]([O-])=[O:29]>>[C:28]([O:23][C@@:9]1([C:14]#[C:15][C:16]2[CH:17]=[C:18]([CH3:22])[CH:19]=[CH:20][CH:21]=2)[CH2:10][CH2:11][CH2:12][C@@H:13]2[C@H:8]1[CH2:7][CH2:6][N:5]2[C:3]([O:2][CH3:1])=[O:4])(=[O:29])[CH2:27][CH2:26][CH2:25][C:24]([O:32][CH3:33])=[O:31]. Reported procedure: Synthesis in analogy to the General Method 1 starting from (3aS,4R,7aS)-4-hydroxy-4-m-tolylethynyl-octahydro-indole-1-carboxylic acid methyl ester and mono-methyl glutarate to yield (3aR,4S,7aR)-1-(methoxycarbonyl)-4-(m-tolylethynyl)octahydro-1H-indol-4-yl methyl glutarate. MS [M+H]=296 (ester elimination ion); RT=1.26 min; UPLC Method I The reactants are C(C)OC(C)N1N=CC(=C1)I (1-(1-Ethoxyethyl)-4-iodo-1H-pyrazole), C(C)(=O)[O-] (acetate), C([O-])([O-])=O.[K+].[K+] (potassium carbonate), C(=C)C1=CC=C(C#N)C=C1 (4-vinylbenzonitrile), [Br-] (bromide). Run in N,N-methylformamide. Conditions: time 10 minute. Product: C(C)OC(C)N1N=CC(=C1)/C=C/C1=CC=C(C#N)C=C1 (4-((E)-2-(1-(1-Ethoxyethyl)-1H-pyrazol-4-yl) vinyl)benzonitrile). The yield is 67.6%. As a reaction SMILES: [CH2:1]([O:3][CH:4]([N:6]1[CH:10]=[C:9](I)[CH:8]=[N:7]1)[CH3:5])[CH3:2].[CH:12]([C:14]1[CH:21]=[CH:20][C:17]([C:18]#[N:19])=[CH:16][CH:15]=1)=[CH2:13].[Br-].C([O-])(=O)C.C(=O)([O-])[O-].[K+].[K+]>>[CH2:1]([O:3][CH:4]([N:6]1[CH:10]=[C:9](/[CH:13]=[CH:12]/[C:14]2[CH:21]=[CH:20][C:17]([C:18]#[N:19])=[CH:16][CH:15]=2)[CH:8]=[N:7]1)[CH3:5])[CH3:2] |f:4.5.6|. Procedure: 1-(1-Ethoxyethyl)-4-iodo-1H-pyrazole obtained in Step 1 (162.0 mg) was suspended in N,N-methylformamide (5.0 mL), and added thereto were 4-vinylbenzonitrile (157.3 mg), tetrabutylamonuim bromide (19.6 mg), paladium acetate (41.0 mg) and potassium carbonate (210.4 mg). The mixture was stirred at room temperature for 10 minutes, and subjected to microwave irradiation at 140° C. for 20 minutes. After completion of the reaction, the resulting mixture was filtered through silica gel, and extracted wi... As a reaction SMILES: [C:1]([CH3:2])([CH3:3])([CH3:4])[O:5][CH2:6][CH2:7][O:8][CH2:9][CH2:10][CH:11]([OH:12])[c:13]1[cH:14][cH:15][c:16]([CH2:17][c:18]2[cH:19][n:20][cH:21][cH:22][cH:23]2)[cH:24][cH:25]1.[CH2:30]1[CH2:31][CH2:32][C:33]2=[N:38][CH2:37][CH2:36][CH2:35][N:34]2[CH2:39][CH2:40]1.[CH2:41]([Cl:42])[Cl:43].[CH3:44][N:45]([CH3:46])[CH:47]=[O:48].[S:26]([Cl:27])([Cl:28])=[O:29]>>[C:1]([CH3:2])([CH3:3])([CH3:4])[O:5][CH2:6][CH2:7][O:8][CH2:9][CH:10]=[CH:11][c:13]1[cH:14][cH:15][c:16]([CH2:17][c:18]2[cH:19][n:20][cH:21][cH:22][cH:23]2)[cH:24][cH:25]1. Yields the product CC(C)(C)OCCOCC=Cc1ccc(Cc2cccnc2)cc1. The reactants are CC(C)(C)OCCOCCC(O)c1ccc(Cc2cccnc2)cc1, C1CCC2=NCCCN2CC1, ClCCl, CN(C)C=O, O=S(Cl)Cl. The reactants are BrCC1=C2CC(C3C(C2=CC(=C1)O)CCC3)C3=CC=C(C=C3)O (6-Bromomethyl-4-(4-hydroxy-phenyl)-2,3,3a,4,5,9b-hexahydro-1H-cyclopenta[a]naphthalen-8-ol), [Li]N=[N+]=[N-] (LiN3). Run in CN(C)C=O (DMF). Yields the product N(=[N+]=[N-])CC1=C2CC(C3C(C2=CC(=C1)O)CCC3)C3=CC=C(C=C3)O (6-Azidomethyl-4-(4-hydroxy-phenyl)-2,3,3a,4,5,9b-hexahydro-1H-cyclopenta[a]naphthalen-8-ol). As a reaction SMILES: Br[CH2:2][C:3]1[CH:12]=[C:11]([OH:13])[CH:10]=[C:9]2[C:4]=1[CH2:5][CH:6]([C:17]1[CH:22]=[CH:21][C:20]([OH:23])=[CH:19][CH:18]=1)[CH:7]1[CH2:16][CH2:15][CH2:14][CH:8]12.[Li][N:25]=[N+:26]=[N-:27]>CN(C=O)C>[N:25]([CH2:2][C:3]1[CH:12]=[C:11]([OH:13])[CH:10]=[C:9]2[C:4]=1[CH2:5][CH:6]([C:17]1[CH:22]=[CH:21][C:20]([OH:23])=[CH:19][CH:18]=1)[CH:7]1[CH2:16][CH2:15][CH2:14][CH:8]12)=[N+:26]=[N-:27]. Procedure: Combine 6-Bromomethyl-4-(4-hydroxy-phenyl)-2,3,3a,4,5,9b-hexahydro-1H-cyclopenta[a]naphthalen-8-ol (0.037 g, 0.1 mmol), LiN3 (0.0213 g, 0.43 mmol), and DMF (1.5 ml) and heat at 90° C. for 3 hours. Cool, add ice and extract with ethyl acetate. Wash organic layer with 3× with water. Dry over anhydrous sodium sulfate and concentrate to a residue which yields after separation on silica gel with 20% EtOAC/hexanes, the titled compound (0.01 g, 34%). 1H NMR (CDCl3) 7.2 (d, J=8.4 Hz, 2H), 6.85 (d, J=8.4... Starting materials: CC1CCC(CC(=O)O)(CC(=O)OC(C)(C)C)C1, C[Si](C)(C)C=[N+]=[N-], Cc1ccccc1, CO. The product is COC(=O)CC1(CC(=O)OC(C)(C)C)CCC(C)C1. As a reaction SMILES: [C:8]([CH3:9])([CH3:10])([CH3:11])[O:12][C:13]([CH2:14][C:15]1([CH2:21][C:22](=[O:23])[OH:24])[CH2:16][CH:17]([CH3:20])[CH2:18][CH2:19]1)=[O:25].[CH3:1][Si:2]([CH:3]=[N+:4]=[N-:5])([CH3:6])[CH3:7].[CH3:26][c:27]1[cH:28][cH:29][cH:30][cH:31][cH:32]1.[CH3:33][OH:34]>>[CH3:1][O:24][C:22]([CH2:21][C:15]1([CH2:14][C:13]([O:12][C:8]([CH3:9])([CH3:10])[CH3:11])=[O:25])[CH2:16][CH:17]([CH3:20])[CH2:18][CH2:19]1)=[O:23].